This data is from the Open Reaction Database (ORD), a public repository of structured organic reaction records. The task is: describe an organic reaction: reactants, conditions, products, and yield Starting materials: Cl.NCCC(=O)NNC(=O)N1C2=C(OC3=C(C1)C=CC=C3)C=CC(=C2)Cl (8-chlorodibenz[b,f][1,4]oxazepine-10(11H)-carboxylic acid, 2-(3-amino-1-oxopropyl)hydrazide, monohydrochloride), O1C(=CC=C1)C(=O)Cl (2-furoyl chloride). Product: O1C(=CC=C1)C(=O)NCCC(=O)NNC(=O)N1C2=C(OC3=C(C1)C=CC=C3)C=CC(=C2)Cl (8-chlorodibenz[b,f][1,4]oxazepine-10(11H)-carboxylic acid, 2-[3-[(2-furanylcarbonyl)amino]-1-oxopropyl]hydrazide), product. Isolated yield 43.0%. RXN SMILES: Cl.[NH2:2][CH2:3][CH2:4][C:5]([NH:7][NH:8][C:9]([N:11]1[CH2:17][C:16]2[CH:18]=[CH:19][CH:20]=[CH:21][C:15]=2[O:14][C:13]2[CH:22]=[CH:23][C:24]([Cl:26])=[CH:25][C:12]1=2)=[O:10])=[O:6].[O:27]1[CH:31]=[CH:30][CH:29]=[C:28]1[C:32](Cl)=[O:33]>>[O:27]1[CH:31]=[CH:30][CH:29]=[C:28]1[C:32]([NH:2][CH2:3][CH2:4][C:5]([NH:7][NH:8][C:9]([N:11]1[CH2:17][C:16]2[CH:18]=[CH:19][CH:20]=[CH:21][C:15]=2[O:14][C:13]2[CH:22]=[CH:23][C:24]([Cl:26])=[CH:25][C:12]1=2)=[O:10])=[O:6])=[O:33] |f:0.1|. Procedure: 8-chlorodibenz[b,f][1,4]oxazepine-10(11H)-carboxylic acid, 2-[3-[(2-furanylcarbonyl)amino]-1-oxopropyl]hydrazide (31) was prepared from 8-chlorodibenz[b,f][1,4]oxazepine-10(11H)-carboxylic acid, 2-(3-amino-1-oxopropyl)hydrazide, monohydrochloride (9), prepared in the manner described above in Example 9, and 2-furoyl chloride in the same manner as described in Example 10 on a 1.9 mmol scale to yield 0.37 g (43%) of product. Reactants: COC1=NC2=CC(=CC=C2C(=N1)C1=C(C=C(C=C1)C(F)(F)F)OC)S(=O)(=O)NC=1SC=CN1 (2-methoxy-4-(2-methoxy-4-(trifluoromethyl)phenyl)-N-(thiazol-2-yl)quinazoline-7-sulfonamide), C(C)(=O)Cl (acetyl chloride), C(C)(=O)Cl (acetyl chloride). Solvent: CO (MeOH), CO (MeOH). Conditions: time 8 hour. Yields the product [NH4+].[OH-] (NH4OH), COC1=C(C=CC(=C1)C(F)(F)F)C1=NC(NC2=CC(=CC=C12)S(=O)(=O)NC=1SC=CN1)=O (4-(2-methoxy-4-(trifluoromethyl)phenyl)-2-oxo-N-(thiazol-2-yl)-1,2-dihydroquinazoline-7-sulfonamide). The yield is 151.0%. Reaction SMILES: C[O:2][C:3]1[N:12]=[C:11]([C:13]2[CH:18]=[CH:17][C:16]([C:19]([F:22])([F:21])[F:20])=[CH:15][C:14]=2[O:23][CH3:24])[C:10]2[C:5](=[CH:6][C:7]([S:25]([NH:28][C:29]3[S:30][CH:31]=[CH:32][N:33]=3)(=[O:27])=[O:26])=[CH:8][CH:9]=2)[N:4]=1.C(Cl)(=O)C>CO>[NH4+:4].[OH-:2].[CH3:24][O:23][C:14]1[CH:15]=[C:16]([C:19]([F:22])([F:20])[F:21])[CH:17]=[CH:18][C:13]=1[C:11]1[C:10]2[C:5](=[CH:6][C:7]([S:25]([NH:28][C:29]3[S:30][CH:31]=[CH:32][N:33]=3)(=[O:26])=[O:27])=[CH:8][CH:9]=2)[NH:4][C:3](=[O:2])[N:12]=1 |f:3.4|. Procedure: A solution of 2-methoxy-4-(2-methoxy-4-(trifluoromethyl)phenyl)-N-(thiazol-2-yl)quinazoline-7-sulfonamide (Example 511; 0.075 g, 0.151 mmol) in 5 mL MeOH was treated with acetyl chloride (0.215 ml, 3.02 mmol) and was allowed to stir overnight at room temperature. An additional portion of acetyl chloride (0.215 ml, 3.02 mmol) was added, and the reaction mixture was heated to 100° C. for one hour. LC/MS showed mostly product, so the reaction mixture was concentrated. Purification of the crude resi... The reactants are Br[Mg]c1ccccc1, [Cl-], [Mg], [NH4+], C1CCOC1, O=C1CCC(c2ccccc2)(c2ccccc2)C2C1CNC2C(=O)Cc1ccccc1. Product: O=C(Cc1ccccc1)C1NCC2C1C(c1ccccc1)(c1ccccc1)CCC2(O)c1ccccc1. Reaction SMILES: [Br:1][Mg:2][c:3]1[cH:4][cH:5][cH:6][cH:7][cH:8]1.[Cl-:41].[Mg:9].[NH4+:42].[O:43]1[CH2:44][CH2:45][CH2:46][CH2:47]1.[c:10]1([C:16]2([c:35]3[cH:36][cH:37][cH:38][cH:39][cH:40]3)[CH2:17][CH2:18][C:19](=[O:34])[CH:20]3[CH2:21][NH:22][CH:23]([C:25]([CH2:26][c:27]4[cH:28][cH:29][cH:30][cH:31][cH:32]4)=[O:33])[CH:24]23)[cH:11][cH:12][cH:13][cH:14][cH:15]1>>[c:3]1([C:19]2([OH:34])[CH2:18][CH2:17][C:16]([c:10]3[cH:11][cH:12][cH:13][cH:14][cH:15]3)([c:35]3[cH:36][cH:37][cH:38][cH:39][cH:40]3)[CH:24]3[CH:20]2[CH2:21][NH:22][CH:23]3[C:25]([CH2:26][c:27]2[cH:28][cH:29][cH:30][cH:31][cH:32]2)=[O:33])[cH:4][cH:5][cH:6][cH:7][cH:8]1. The reactants are [BH4-], CCNCC, CC(=O)O, ClCCl, O=Cc1ccc(C2Nc3cccc4c(=O)[nH]nc(c34)C2c2ccc(F)cc2)cc1, [Na+]. Yields the product CCN(CC)Cc1ccc(C2Nc3cccc4c(=O)[nH]nc(c34)C2c2ccc(F)cc2)cc1. As a reaction SMILES: [BH4-:38].[CH2:33]([CH3:34])[NH:35][CH2:36][CH3:37].[CH3:40][C:41](=[O:42])[OH:43].[Cl:30][CH2:31][Cl:32].[F:1][c:2]1[cH:3][cH:4][c:5]([CH:8]2[CH:9]([c:22]3[cH:23][cH:24][c:25]([CH:26]=[O:27])[cH:28][cH:29]3)[NH:10][c:11]3[c:12]4[c:13]2[n:14][nH:15][c:16](=[O:21])[c:17]4[cH:18][cH:19][cH:20]3)[cH:6][cH:7]1.[Na+:39]>>[F:1][c:2]1[cH:3][cH:4][c:5]([CH:8]2[CH:9]([c:22]3[cH:23][cH:24][c:25]([CH2:26][N:35]([CH2:33][CH3:34])[CH2:36][CH3:37])[cH:28][cH:29]3)[NH:10][c:11]3[c:12]4[c:13]2[n:14][nH:15][c:16](=[O:21])[c:17]4[cH:18][cH:19][cH:20]3)[cH:6][cH:7]1. Reactants: C1CCOC1, [Li+], COC(=O)C(N=[N+]=[N-])c1cc(F)cc(F)c1, [OH-], O. Product: [N-]=[N+]=NC(C(=O)O)c1cc(F)cc(F)c1. As a reaction SMILES: [CH2:19]1[O:20][CH2:21][CH2:22][CH2:23]1.[Li+:17].[N:1](=[N+:2]=[N-:3])[CH:4]([C:5](=[O:6])[O:7][CH3:8])[c:9]1[cH:10][c:11]([F:16])[cH:12][c:13]([F:15])[cH:14]1.[OH-:18].[OH2:24]>>[N:1](=[N+:2]=[N-:3])[CH:4]([C:5](=[O:6])[OH:7])[c:9]1[cH:10][c:11]([F:16])[cH:12][c:13]([F:15])[cH:14]1. Run at time 1 hour. Yields the product C(CCC)NC(=O)NC1CCCCC1 (1-(1-butyl)-3-cyclohexylurea). Solvent: O1CCCC1 (tetrahydrofuran), O1CCCC1 (THF). Procedure details: One hundred mL of tetrahydrofuran (THF) was added to a dry 500 mL round bottom 3-neck flask equipped with a thermometer, pressure equalizing addition funnel capped with a drying tube, nitrogen inlet and magnetic stirrer. Then 17.24 mL (0.15 moles) of 98% n-butyl isocyanate was added under nitrogen. A solution of 17.33 mL (0.15 moles) of 99% cyclohexylamine in 46 mL of THF was added to the addition funnel and slowly dropped into the stirred solution of n-butyl isocyanate at a rate (about 20 min.)... As a reaction SMILES: [CH2:1]([N:5]=[C:6]=[O:7])[CH2:2][CH2:3][CH3:4].[CH:8]1([NH2:14])[CH2:13][CH2:12][CH2:11][CH2:10][CH2:9]1>O1CCCC1>[CH2:1]([NH:5][C:6]([NH:14][CH:8]1[CH2:13][CH2:12][CH2:11][CH2:10][CH2:9]1)=[O:7])[CH2:2][CH2:3][CH3:4]. The reactants are C(CCC)N=C=O (n-butyl isocyanate), C1(CCCCC1)N (cyclohexylamine), C(CCC)N=C=O (n-butyl isocyanate). Reactants: C1(=CC=CC=C1)CC(C(=O)[O-])=O.[Na+] (sodium phenylpyruvate), C1=CC(=C[N+](=C1)[C@H]2[C@@H]([C@@H]([C@H](O2)COP(=O)(O)OP(=O)(O)OC[C@@H]3[C@H]([C@H]([C@@H](O3)N4C=NC5=C4N=CN=C5N)OP(=O)(O)O)O)O)O)C(=O)N (NADP), O=C[C@H](O)[C@@H](O)[C@H](O)[C@H](O)CO (glucose), CN.Cl (methylamine hydrochloric acid), 20, [OH-].[Na+] (sodium hydroxide). Reaction conditions: temperature 30 celsius. The product is CN[C@@H](CC1=CC=CC=C1)C(=O)O (N-methylphenylalanine). Yield: 75.0%. Reaction SMILES: [C:1]1([CH2:7][C:8](=O)[C:9]([O-:11])=[O:10])[CH:6]=[CH:5][CH:4]=[CH:3][CH:2]=1.[Na+].C1C=[N+:18]([C@@H]2O[C@H](COP(OP(OC[C@H]3O[C@@H](N4C5N=CN=C(N)C=5N=C4)[C@H](OP(O)(O)=O)[C@@H]3O)(O)=O)(O)=O)[C@@H](O)[C@H]2O)[CH:17]=C(C(N)=O)C=1.O=C[C@@H]([C@H]([C@@H]([C@@H](CO)O)O)O)O.CN.Cl.[OH-].[Na+]>>[CH3:17][NH:18][C@H:8]([C:9]([OH:11])=[O:10])[CH2:7][C:1]1[CH:6]=[CH:5][CH:4]=[CH:3][CH:2]=1 |f:0.1,4.5,6.7|. Procedure: To the resting cells obtained, a reaction solution containing sodium phenylpyruvate in a final concentration of 100 mM, NADP in a final concentration of 0.2 mM, glucose in a final concentration of 100 mM, and methylamine-hydrochloric acid (pH 9) in a final concentration of 700 mM was added to achieve cell turbidity of 20 (absorbance at 660 nm). The reaction was conducted while stirring at 30° C. and adjusting pH to 8 to 9 with 10 N aqueous sodium hydroxide solution. The amount of N-methylphenyla...